This data is from the Open Reaction Database (ORD), a public repository of structured organic reaction records. The task is: describe an organic reaction: reactants, conditions, products, and yield Reactants: ClC(Cl)Cl, Cn1c(=O)c(Oc2ccccc2F)cc2cnc(S(C)(=O)=O)nc21, NCCN1CCCCC1. The product is Cn1c(=O)c(Oc2ccccc2F)cc2cnc(NCCN3CCCCC3)nc21. Reaction SMILES: [CH:34]([Cl:35])([Cl:36])[Cl:37].[F:1][c:2]1[c:3]([O:4][c:5]2[cH:6][c:7]3[c:8]([n:9][c:10]([S:13]([CH3:14])(=[O:15])=[O:16])[n:11][cH:12]3)[n:17]([CH3:20])[c:18]2=[O:19])[cH:21][cH:22][cH:23][cH:24]1.[N:25]1([CH2:31][CH2:32][NH2:33])[CH2:26][CH2:27][CH2:28][CH2:29][CH2:30]1>>[F:1][c:2]1[c:3]([O:4][c:5]2[cH:6][c:7]3[c:8]([n:9][c:10]([NH:33][CH2:32][CH2:31][N:25]4[CH2:26][CH2:27][CH2:28][CH2:29][CH2:30]4)[n:11][cH:12]3)[n:17]([CH3:20])[c:18]2=[O:19])[cH:21][cH:22][cH:23][cH:24]1. Reactants: CCN(CC)CCN1C(=O)CCc2cc([N+](=O)[O-])ccc21, CO, NN, O. Product: CCN(CC)CCN1C(=O)CCc2cc(N)ccc21. As a reaction SMILES: [CH2:1]([CH3:2])[N:3]([CH2:4][CH2:5][N:6]1[C:7](=[O:19])[CH2:8][CH2:9][c:10]2[cH:11][c:12]([N+:16]([O-:17])=[O:18])[cH:13][cH:14][c:15]21)[CH2:20][CH3:21].[CH3:25][OH:26].[NH2:23][NH2:24].[OH2:22]>>[CH2:1]([CH3:2])[N:3]([CH2:4][CH2:5][N:6]1[C:7](=[O:19])[CH2:8][CH2:9][c:10]2[cH:11][c:12]([NH2:16])[cH:13][cH:14][c:15]21)[CH2:20][CH3:21].